This data is from the Open Reaction Database (ORD), a public repository of structured organic reaction records. The task is: describe an organic reaction: reactants, conditions, products, and yield The reactants are C1CCOC1, CCCCCC, CCOC(C)=O, Cc1cc([N+](=O)[O-])c(OC(C)C)cc1B1OC(C)(C)C(C)(C)O1, O=S(=O)(OC1=CCC2(CC1)OCCO2)C(F)(F)F, [K+], [K+], [K+], O, O=P([O-])([O-])[O-], c1ccc(P(c2ccccc2)(c2ccccc2)[Pd](P(c2ccccc2)(c2ccccc2)c2ccccc2)(P(c2ccccc2)(c2ccccc2)c2ccccc2)P(c2ccccc2)(c2ccccc2)c2ccccc2)cc1. Yields the product Cc1cc([N+](=O)[O-])c(OC(C)C)cc1C1=CCC2(CC1)OCCO2. RXN SMILES: [CH2:63]1[O:64][CH2:65][CH2:66][CH2:67]1.[CH3:51][CH2:52][CH2:53][CH2:54][CH2:55][CH3:56].[CH3:57][CH2:58][O:59][C:60]([CH3:61])=[O:62].[CH:19]([CH3:20])([CH3:21])[O:22][c:23]1[c:24]([N+:39](=[O:40])[O-:41])[cH:25][c:26]([CH3:38])[c:27]([B:29]2[O:30][C:31]([CH3:32])([CH3:33])[C:34]([CH3:35])([CH3:36])[O:37]2)[cH:28]1.[F:1][C:2]([F:3])([F:4])[S:5]([O:6][C:7]1=[CH:8][CH2:9][C:10]2([O:11][CH2:12][CH2:13][O:14]2)[CH2:15][CH2:16]1)(=[O:17])=[O:18].[K+:47].[K+:48].[K+:49].[OH2:50].[P:42]([O-:43])([O-:44])([O-:45])=[O:46].[cH:68]1[cH:69][cH:70][c:71]([P:72]([Pd:73]([P:74]([c:75]2[cH:76][cH:77][cH:78][cH:79][cH:80]2)([c:81]2[cH:82][cH:83][cH:84][cH:85][cH:86]2)[c:87]2[cH:88][cH:89][cH:90][cH:91][cH:92]2)([P:93]([c:94]2[cH:95][cH:96][cH:97][cH:98][cH:99]2)([c:100]2[cH:101][cH:102][cH:103][cH:104][cH:105]2)[c:106]2[cH:107][cH:108][cH:109][cH:110][cH:111]2)[P:112]([c:113]2[cH:114][cH:115][cH:116][cH:117][cH:118]2)([c:119]2[cH:120][cH:121][cH:122][cH:123][cH:124]2)[c:125]2[cH:126][cH:127][cH:128][cH:129][cH:130]2)([c:131]2[cH:132][cH:133][cH:134][cH:135][cH:136]2)[c:137]2[cH:138][cH:139][cH:140][cH:141][cH:142]2)[cH:143][cH:144]1>>[C:7]1([c:27]2[c:26]([CH3:38])[cH:25][c:24]([N+:39](=[O:40])[O-:41])[c:23]([O:22][CH:19]([CH3:20])[CH3:21])[cH:28]2)=[CH:8][CH2:9][C:10]2([O:11][CH2:12][CH2:13][O:14]2)[CH2:15][CH2:16]1. The reactants are Oc1ccc(Br)c(Cl)c1, O=C([O-])[O-], CN(C)C=O, ClCc1ccccc1, [K+], [K+]. Yields the product Clc1cc(OCc2ccccc2)ccc1Br. RXN SMILES: [Br:1][c:2]1[c:3]([Cl:9])[cH:4][c:5]([OH:8])[cH:6][cH:7]1.[C:10](=[O:11])([O-:12])[O-:13].[CH3:24][N:25]([CH3:26])[CH:27]=[O:28].[Cl:16][CH2:17][c:18]1[cH:19][cH:20][cH:21][cH:22][cH:23]1.[K+:14].[K+:15]>>[Br:1][c:2]1[c:3]([Cl:9])[cH:4][c:5]([O:8][CH2:17][c:18]2[cH:19][cH:20][cH:21][cH:22][cH:23]2)[cH:6][cH:7]1. Reactants: COC(=O)C1CC(N(C1)[C@H](C(=O)N)CC)=O ((2S)-2-(4-methoxycarbonyl-2-oxo-1-pyrrolidinyl)butanamide), three, CC(=O)C (acetone), saturated solution, [NH4+].[Cl-] (NH4Cl), solid, [BH4-].[Na+] (NaBH4). Solvent: CCO (EtOH), CCO (EtOH), C(Cl)Cl (CH2Cl2). Run at temperature 0 celsius, time 2 hour. Yields the product OCC1CC(N(C1)[C@H](C(=O)N)CC)=O ((2S)-2-[4-(hydroxymethyl)-2-oxo-1-pyrrolidinyl]butanamide). As a reaction SMILES: C[O:2][C:3]([CH:5]1[CH2:9][N:8]([C@@H:10]([CH2:14][CH3:15])[C:11]([NH2:13])=[O:12])[C:7](=[O:16])[CH2:6]1)=O.[BH4-].[Na+].[NH4+].[Cl-].CC(C)=O>CCO.C(Cl)Cl>[OH:2][CH2:3][CH:5]1[CH2:9][N:8]([C@@H:10]([CH2:14][CH3:15])[C:11]([NH2:13])=[O:12])[C:7](=[O:16])[CH2:6]1 |f:1.2,3.4|. Reported procedure: In a 2 l three necked flask fitted with mechanical stirrer and reflux condenser, under inert atmosphere, a solution of 133 g (583 mmoles, 1 eq) of (2S)-2-(4-methoxycarbonyl-2-oxo-1-pyrrolidinyl)butanamide 11 in 200 ml of EtOH is added to 300 ml of EtOH, and the mixture cooled down to 0° C. 66.2 g (1.74 mole, 12 eq) of solid NaBH4 are then added by portions over 1.5 hour, all the while maintaining the temperature between 2 and 4° C. After 2 hours, the temperature is raised to 12° C. for 1 hour, a... The reactants are O=C([O-])C(O)C(O)C(=O)[O-], CC(C)C[AlH]CC(C)C, CO, ClCCl, [K+], [Na+], CCOC(=O)c1csc(-c2cccnc2)n1. The product is O=Cc1csc(-c2cccnc2)n1. RXN SMILES: [C:28]([CH:29]([CH:30]([C:31]([O-:32])=[O:33])[OH:34])[OH:35])([O-:36])=[O:37].[CH3:17][CH:18]([CH2:19][AlH:20][CH2:21][CH:22]([CH3:23])[CH3:24])[CH3:25].[CH3:26][OH:27].[Cl:40][CH2:41][Cl:42].[K+:38].[Na+:39].[n:1]1[cH:2][c:3](-[c:7]2[s:8][cH:9][c:10]([C:12](=[O:13])[O:14][CH2:15][CH3:16])[n:11]2)[cH:4][cH:5][cH:6]1>>[n:1]1[cH:2][c:3](-[c:7]2[s:8][cH:9][c:10]([CH:12]=[O:13])[n:11]2)[cH:4][cH:5][cH:6]1.